From a dataset of the Open Reaction Database (ORD), a public repository of structured organic reaction records. describe an organic reaction: reactants, conditions, products, and yield Starting materials: ClC1=NC(=CC2=CC=CC=C12)NC1=NNC=C1 ((1-chloro-isoquinolin-3-yl)-(1H-pyrazol-3-yl)-amine), FC=1C=C(C=CC1)B(O)O (3-fluoro-phenylboronic acid). The product is FC=1C=C(C=CC1)C1=NC(=CC2=CC=CC=C12)NC1=NNC=C1 ([1-(3-fluoro-phenyl)-isoquinolin-3-yl]-(1H-pyrazol-3-yl)-amine). Reaction SMILES: Cl[C:2]1[C:11]2[C:6](=[CH:7][CH:8]=[CH:9][CH:10]=2)[CH:5]=[C:4]([NH:12][C:13]2[CH:17]=[CH:16][NH:15][N:14]=2)[N:3]=1.[F:18][C:19]1[CH:20]=[C:21](B(O)O)[CH:22]=[CH:23][CH:24]=1>>[F:18][C:19]1[CH:24]=[C:23]([C:2]2[C:11]3[C:6](=[CH:7][CH:8]=[CH:9][CH:10]=3)[CH:5]=[C:4]([NH:12][C:13]3[CH:17]=[CH:16][NH:15][N:14]=3)[N:3]=2)[CH:22]=[CH:21][CH:20]=1. Procedure: Similar procedure as described in example 131 was used, starting from (1-chloro-isoquinolin-3-yl)-(1H-pyrazol-3-yl)-amine and 3-fluoro-phenylboronic acid to give [1-(3-fluoro-phenyl)-isoquinolin-3-yl]-(1H-pyrazol-3-yl)-amine. LC-MS m/e 305(MH+). Reactants: CC1=C(N=C(O1)C1=CC=C(C=C1)B1OC(C(O1)(C)C)(C)C)CCO (2-{5-Methyl-2-[4-(4,4,5,5-tetramethyl-[1,3,2]dioxaborolan-2-yl)phenyl]-oxazol-4-yl }-ethanol), CC1=C(N=C(O1)C1=CC=C(C=C1)B1OC(C(O1)(C)C)(C)C)CCO (2-{5-Methyl-2-[4-(4,4,5,5-tetramethyl-[1,3,2]dioxaborolan-2-yl)phenyl]-oxazol-4-yl }-ethanol), BrC1=CC=C(C=C1)C=1OC(=C(N1)CCN1CCCC1)C (2-(4-Bromo-phenyl)-5-methyl-4-(2-pyrrolidin-1-yl-ethyl)-oxazole). Yields the product CC1=C(N=C(O1)C1=CC=C(C=C1)B1OC(C(O1)(C)C)(C)C)CCN1CCCC1 (5-Methyl-4-(2-pyrrolidin-1-yl-ethyl)-2-[4-(4,4,5,5-tetramethyl-[1,3,2]dioxaborolan-2-yl)-phenyl]-oxazole). Reaction SMILES: [CH3:1][C:2]1[O:6][C:5]([C:7]2[CH:12]=[CH:11][C:10]([B:13]3[O:17][C:16]([CH3:19])([CH3:18])[C:15]([CH3:21])([CH3:20])[O:14]3)=[CH:9][CH:8]=2)=[N:4][C:3]=1[CH2:22][CH2:23]O.BrC1C=CC(C2OC(C)=C(CC[N:39]3[CH2:43][CH2:42][CH2:41][CH2:40]3)N=2)=CC=1>>[CH3:1][C:2]1[O:6][C:5]([C:7]2[CH:8]=[CH:9][C:10]([B:13]3[O:17][C:16]([CH3:18])([CH3:19])[C:15]([CH3:20])([CH3:21])[O:14]3)=[CH:11][CH:12]=2)=[N:4][C:3]=1[CH2:22][CH2:23][N:39]1[CH2:43][CH2:42][CH2:41][CH2:40]1. Reported procedure: The titled compound is prepared substantially in accordance with the procedure of 2-{5-Methyl-2-[4-(4,4,5,5-tetramethyl-[1,3,2]dioxaborolan-2-yl)phenyl]-oxazol-4-yl}-ethanol (see Intermediate 3) using 2-(4-Bromo-phenyl)-5-methyl-4-(2-pyrrolidin-1-yl-ethyl)-oxazole (See Example 8). MS (m/e) 383.3 (M+1) The reactants are Brc1ccccc1-c1ccccc1, CCOC(=O)c1ccc2c(c1)C(=O)c1cc(C(=O)OCC)ccc1-2, CCOCC, [Mg]. The product is CCOC(=O)c1ccc2c(c1)C(O)(c1ccccc1-c1ccccc1)c1cc(C(=O)OCC)ccc1-2. Reaction SMILES: [Br:2][c:3]1[c:4](-[c:9]2[cH:10][cH:11][cH:12][cH:13][cH:14]2)[cH:5][cH:6][cH:7][cH:8]1.[C:15](=[O:16])([O:17][CH2:18][CH3:19])[c:20]1[cH:21][c:22]2[c:30]([cH:31][cH:32]1)-[c:29]1[c:24]([cH:25][c:26]([C:33](=[O:34])[O:35][CH2:36][CH3:37])[cH:27][cH:28]1)[C:23]2=[O:38].[CH3:39][CH2:40][O:41][CH2:42][CH3:43].[Mg:1]>>[c:3]1([C:23]2([OH:38])[c:22]3[cH:21][c:20]([C:15](=[O:16])[O:17][CH2:18][CH3:19])[cH:32][cH:31][c:30]3-[c:29]3[c:24]2[cH:25][c:26]([C:33](=[O:34])[O:35][CH2:36][CH3:37])[cH:27][cH:28]3)[c:4](-[c:9]2[cH:10][cH:11][cH:12][cH:13][cH:14]2)[cH:5][cH:6][cH:7][cH:8]1.